Dataset: the Open Reaction Database (ORD), a public repository of structured organic reaction records. Task: describe an organic reaction: reactants, conditions, products, and yield Starting materials: COc1cc(-c2cnn(C)c2)cn2ncc(-c3cn[nH]c3)c12, ClCc1ccccn1, [H-], [Na+], C1CCOC1. Yields the product COc1cc(-c2cnn(C)c2)cn2ncc(-c3cnn(Cc4ccccn4)c3)c12. RXN SMILES: [CH3:3][O:4][c:5]1[c:6]2[n:7]([cH:8][c:9](-[c:11]3[cH:12][n:13][n:14]([CH3:16])[cH:15]3)[cH:10]1)[n:17][cH:18][c:19]2-[c:20]1[cH:21][n:22][nH:23][cH:24]1.[Cl:25][CH2:26][c:27]1[n:28][cH:29][cH:30][cH:31][cH:32]1.[H-:2].[Na+:1].[O:33]1[CH2:34][CH2:35][CH2:36][CH2:37]1>>[CH3:3][O:4][c:5]1[c:6]2[n:7]([cH:8][c:9](-[c:11]3[cH:12][n:13][n:14]([CH3:16])[cH:15]3)[cH:10]1)[n:17][cH:18][c:19]2-[c:20]1[cH:21][n:22][n:23]([CH2:26][c:27]2[n:28][cH:29][cH:30][cH:31][cH:32]2)[cH:24]1.